Dataset: the Open Reaction Database (ORD), a public repository of structured organic reaction records. Task: describe an organic reaction: reactants, conditions, products, and yield The yield is 27.5%. Starting materials: NC1=CC=2C3=C(C(NC2C=C1)=O)NC=C3.C(C)C(=O)[O-] (8-amino-4-oxo-4,5-dihydro-3H-pyrrolo[2,3-c]quinoline 1-ethyl carboxylate), ClC=1C=C(C=CC1)S(=O)(=O)Cl (3-chloro-benzenesulfonyl chloride). Reaction SMILES: [NH2:1][C:2]1[CH:11]=[CH:10][C:9]2[NH:8][C:7](=[O:12])[C:6]3[NH:13][CH:14]=[CH:15][C:5]=3[C:4]=2[CH:3]=1.[CH2:16]([C:18]([O-:20])=[O:19])[CH3:17].[Cl:21][C:22]1[CH:23]=[C:24]([S:28](Cl)(=[O:30])=[O:29])[CH:25]=[CH:26][CH:27]=1>>[Cl:21][C:22]1[CH:23]=[C:24]([S:28]([NH:1][C:2]2[CH:11]=[CH:10][C:9]3[NH:8][C:7](=[O:12])[C:6]4[NH:13][CH:14]=[CH:15][C:5]=4[C:4]=3[CH:3]=2)(=[O:30])=[O:29])[CH:25]=[CH:26][CH:27]=1.[CH2:16]([C:18]([O-:20])=[O:19])[CH3:17] |f:0.1,3.4|. Procedure: This compound is prepared according to synthesis 37, from 60 mg (0.22 mmol) of 8-amino-4-oxo-4,5-dihydro-3H-pyrrolo[2,3-c]quinoline-1-ethyl carboxylate (synthesis 64) and 34 μL (0.24 mmol) of 3-chloro-benzenesulfonyl chloride. After recrystallization from methanol then trituration in hot methanol, 27 mg (27%) of 8-(3-chloro-benzenesulfonylamino)-4-oxo-4,5-dihydro-3H-pyrrolo[2,3-c]quinoline-1-ethyl carboxylate is obtained in the form of a white solid. Product: ClC=1C=C(C=CC1)S(=O)(=O)NC1=CC=2C3=C(C(NC2C=C1)=O)NC=C3.C(C)C(=O)[O-] (8-(3-chloro-benzenesulfonylamino)-4-oxo-4,5-dihydro-3H-pyrrolo[2,3-c]quinoline 1-ethyl carboxylate). The reactants are COc1cc2cc(C(=O)OC(C)(C)C)c(N)cc2cc1OCCN1CCOCC1, COC(OC)N(C)C, Cc1ccccc1. The product is COc1cc2cc(C(=O)OC(C)(C)C)c(N=CN(C)C)cc2cc1OCCN1CCOCC1. As a reaction SMILES: [C:1]([CH3:2])([CH3:3])([CH3:4])[O:5][C:6](=[O:7])[c:8]1[cH:9][c:10]2[cH:11][c:12]([O:28][CH3:29])[c:13]([O:19][CH2:20][CH2:21][N:22]3[CH2:23][CH2:24][O:25][CH2:26][CH2:27]3)[cH:14][c:15]2[cH:16][c:17]1[NH2:18].[CH3:30][O:31][CH:32]([N:33]([CH3:34])[CH3:35])[O:36][CH3:37].[CH3:38][c:39]1[cH:40][cH:41][cH:42][cH:43][cH:44]1>>[C:1]([CH3:2])([CH3:3])([CH3:4])[O:5][C:6](=[O:7])[c:8]1[cH:9][c:10]2[cH:11][c:12]([O:28][CH3:29])[c:13]([O:19][CH2:20][CH2:21][N:22]3[CH2:23][CH2:24][O:25][CH2:26][CH2:27]3)[cH:14][c:15]2[cH:16][c:17]1[N:18]=[CH:32][N:33]([CH3:34])[CH3:35]. Reactants: ClC=1C=C(CNC(=O)NC=2SC=C(N2)CCl)C=CC1Cl (1-(3,4-dichlorobenzyl)-3-(4-(chloromethyl)thiazol-2-yl)urea), ClC=1C=C(CNC(=O)NC=2SC=C(N2)CCl)C=CC1Cl (1-(3,4-dichlorobenzyl)-3-(4-(chloromethyl)thiazol-2-yl)urea), COCCN (methoxyethylamine). Run in CN1CCCC1=O (NMP). Reaction conditions: temperature 80 celsius. Product: ClC=1C=C(CNC(=O)NC=2SC=C(N2)CNCCOC)C=CC1Cl (1-(3,4-Dichlorobenzyl)-3-(4-((2-methoxyethylamino)methyl)thiazol-2-yl)urea). Reaction SMILES: [Cl:1][C:2]1[CH:3]=[C:4]([CH:17]=[CH:18][C:19]=1[Cl:20])[CH2:5][NH:6][C:7]([NH:9][C:10]1[S:11][CH:12]=[C:13]([CH2:15]Cl)[N:14]=1)=[O:8].[CH3:21][O:22][CH2:23][CH2:24][NH2:25]>CN1C(=O)CCC1>[Cl:1][C:2]1[CH:3]=[C:4]([CH:17]=[CH:18][C:19]=1[Cl:20])[CH2:5][NH:6][C:7]([NH:9][C:10]1[S:11][CH:12]=[C:13]([CH2:15][NH:25][CH2:24][CH2:23][O:22][CH3:21])[N:14]=1)=[O:8]. Reported procedure: 1-(4-Chloromethyl-thiazol-2-yl)-3-(3,4-dichloro-benzyl)-urea (Intermediate 2, 1 eq.) was taken up in NMP (0.3 M) and methoxyethylamine (2.2 eq.) was added. The reaction was heated overnight at 80° C. An aqueous workup was performed. The crude title compound was purified by column chromatography using 0-8% gradient of 7 N ammonia/MeOH and DCM. The reactants are ClC1=CC(=CC=C1)C(=O)OO (m-chloroperbenzoic acid), CN1C(=NS(N=C1OC1=CC(=CC=C1)C)=O)OC1=CC(=CC=C1)C (4-methyl-3,5-bis-(3-methylphenoxy)1,2,4,6-thiatriazine-1-oxide). Run in C(Cl)(Cl)Cl (chloroform), C(Cl)(Cl)Cl (chloroform), C(Cl)Cl (methylene chloride). Yields the product CN1C(=NS(N=C1OC1=CC(=CC=C1)C)(=O)=O)OC1=CC(=CC=C1)C (4-Methyl-3,5-bis-(3-methylphenoxy)-1,2,4,6-thiatriazine-1,1-dioxide). RXN SMILES: ClC1C=CC=C(C(OO)=[O:9])C=1.[CH3:12][N:13]1[C:18]([O:19][C:20]2[CH:25]=[CH:24][CH:23]=[C:22]([CH3:26])[CH:21]=2)=[N:17][S:16](=[O:27])[N:15]=[C:14]1[O:28][C:29]1[CH:34]=[CH:33][CH:32]=[C:31]([CH3:35])[CH:30]=1>C(Cl)(Cl)Cl.C(Cl)Cl>[CH3:12][N:13]1[C:18]([O:19][C:20]2[CH:25]=[CH:24][CH:23]=[C:22]([CH3:26])[CH:21]=2)=[N:17][S:16](=[O:9])(=[O:27])[N:15]=[C:14]1[O:28][C:29]1[CH:34]=[CH:33][CH:32]=[C:31]([CH3:35])[CH:30]=1. Procedure: A solution of m-chloroperbenzoic acid (4.7 g) in chloroform (30 ml) is added at RT to a stirred solution of 4-methyl-3,5-bis-(3-methylphenoxy)1,2,4,6-thiatriazine-1-oxide (3.1 g) in chloroform (15 ml). The reaction mixture is refluxed for about 5 minutes and the precipitate taken up in methylene chloride, washed with sat'd aq. Na2CO3, brine, dried, filtered and evaporated to a solid. The solid is recrystallized from isopropyl acetate using charcoal, affording the desired product, M.P.=221°-223° ...